This data is from the Open Reaction Database (ORD), a public repository of structured organic reaction records. The task is: describe an organic reaction: reactants, conditions, products, and yield The reactants are CC1=C(C=C(CN=[N+]=[N-])C=C1)C(=C(Cl)Cl)Cl (4-methyl-3-(trichlorovinyl)benzyl azide), C(#N)CC(=O)N (cyanoacetamide), methanolic solution, [OH-].[Na+] (NaOH). Run in C(C)O (ethanol), C(C)O (ethanol). Conditions: temperature 60 celsius, time 20 minute. The product is NC1=C(N=NN1CC1=CC(=C(C=C1)C)C(=C(Cl)Cl)Cl)C(=O)N (5-amino-1-[4-methyl-3-(trichlorovinyl)benzyl]-1,2,3- triazole-4-carboxamide). The yield is 41.3%. Reaction SMILES: [C:1]([CH2:3][C:4]([NH2:6])=[O:5])#[N:2].[OH-].[Na+].[CH3:9][C:10]1[CH:19]=[CH:18][C:13]([CH2:14][N:15]=[N+:16]=[N-:17])=[CH:12][C:11]=1[C:20]([Cl:24])=[C:21]([Cl:23])[Cl:22]>C(O)C>[NH2:2][C:1]1[N:15]([CH2:14][C:13]2[CH:18]=[CH:19][C:10]([CH3:9])=[C:11]([C:20]([Cl:24])=[C:21]([Cl:23])[Cl:22])[CH:12]=2)[N:16]=[N:17][C:3]=1[C:4]([NH2:6])=[O:5] |f:1.2|. Reported procedure: To a hot (60° C.) solution of cyanoacetamide (1.09 g) in 30 ml of ethanol, 13 ml of a methanolic solution of NaOH (1N) was added and the resulting mixture was stirred at 60° C. for 20 minutes. At this point a solution of 4-methyl-3-(trichlorovinyl)benzyl azide (1.65 g) in 10 ml of ethanol was added and the reaction mixture stirred at 60° C. for an additional two hours. The precipitate was removed by filtration and rinsed with ethanol and ether. The filtrate was diluted with water (200 ml) and th... Reactants: O=[O+][O-] (Ozone), C(=O)(OC(C)(C)C)N1CCC(CC1)OCC=C (3-[(N-Boc-Piperidin-4-yl)oxy]propene), CO.C(Cl)Cl (CH3OH CH2Cl2), [BH4-].[Na+] (NaBH4). Run in CCOC(=O)C (EtOAc). Run at time 5 minute. The product is C(=O)(OC(C)(C)C)N1CCC(CC1)OCCO (2-[(N-Boc-Piperidin-4-yl)oxy]ethanol). Reaction SMILES: O=[O+][O-].[C:4]([N:11]1[CH2:16][CH2:15][CH:14]([O:17][CH2:18][CH:19]=C)[CH2:13][CH2:12]1)([O:6][C:7]([CH3:10])([CH3:9])[CH3:8])=[O:5].C[OH:22].C(Cl)Cl.[BH4-].[Na+]>CCOC(C)=O>[C:4]([N:11]1[CH2:12][CH2:13][CH:14]([O:17][CH2:18][CH2:19][OH:22])[CH2:15][CH2:16]1)([O:6][C:7]([CH3:8])([CH3:9])[CH3:10])=[O:5] |f:2.3,4.5|. Procedure: Ozone was bubbled into a solution of 21-3 (1.5 g, 6.4 mmol) in 2:1 CH3OH/CH2Cl2 (102 mL) at -78° C. After 5 min no starting material remained so oxygen was bubbled through the solution for 15 min to remove excess ozone. NaBH4 (1.7 g, 45 mmol) was added and the cooling bath removed. After 1 h the reaction mixture was concentrated. The residue was diluted with H2O (30 mL) and then extracted with CHCl3 (300 mL). The organic phase was washed with brine (30 mL), dried (MgSO4), and concentrated. Flash... The reactants are C(C)(C)(C)OC(NCC1CCN(CC1)C=1C=CC=C2C=CC(=NC12)C1=NN=C2N1C=CC(=C2)C=O)=O (tert-butyl(1-(2-(7-formyl-[1,2,4]triazolo[4,3-a]pyridin-3-yl)quinolin-8-yl)piperidin-4-yl)methylcarbamate), N (NH3), [BH-](OC(=O)C)(OC(=O)C)OC(=O)C.[Na+] (NaB(OAc)3H). The solvent is C(Cl)Cl.CO (DCM MeOH), CC(C)O (IPA), CC(=O)O (HOAc). Run at time 5 hour. Yields the product C(C)(C)(C)OC(NCC1CCN(CC1)C=1C=CC=C2C=CC(=NC12)C1=NN=C2N1C=CC(=C2)CO)=O (tert-butyl(1-(2-(7-(hydroxymethyl)-[1,2,4]triazolo[4,3-a]pyridin-3-yl)quinolin-8-yl)piperidin-4-yl)methylcarbamate). The yield is 29.2%. Reaction SMILES: [C:1]([O:5][C:6](=[O:36])[NH:7][CH2:8][CH:9]1[CH2:14][CH2:13][N:12]([C:15]2[CH:16]=[CH:17][CH:18]=[C:19]3[C:24]=2[N:23]=[C:22]([C:25]2[N:29]4[CH:30]=[CH:31][C:32]([CH:34]=[O:35])=[CH:33][C:28]4=[N:27][N:26]=2)[CH:21]=[CH:20]3)[CH2:11][CH2:10]1)([CH3:4])([CH3:3])[CH3:2].N.[BH-](OC(C)=O)(OC(C)=O)OC(C)=O.[Na+]>C(Cl)Cl.CO.CC(O)C.CC(O)=O>[C:1]([O:5][C:6](=[O:36])[NH:7][CH2:8][CH:9]1[CH2:10][CH2:11][N:12]([C:15]2[CH:16]=[CH:17][CH:18]=[C:19]3[C:24]=2[N:23]=[C:22]([C:25]2[N:29]4[CH:30]=[CH:31][C:32]([CH2:34][OH:35])=[CH:33][C:28]4=[N:27][N:26]=2)[CH:21]=[CH:20]3)[CH2:13][CH2:14]1)([CH3:4])([CH3:2])[CH3:3] |f:2.3,4.5|. Procedure details: To tert-butyl(1-(2-(7-formyl-[1,2,4]triazolo[4,3-a]pyridin-3-yl)quinolin-8-yl)piperidin-4-yl)methylcarbamate (10 mg, 0.021 mmol) in DCM/MeOH (1 mL/1 mL) was added NH3 in IPA (0.1 mL, 2M) and HOAc (0.2 mL), followed by NaB(OAc)3H (13 mg, 0.062 mmol). The reaction was stirred for 5 hours and then concentrated. The crude material was purified by silica gel chromatography (DCM/MeOH/NH4OH 20:1:0.1) to provide the desired product (3 mg). MS ESI (+) m/z 489 (M+1) detected. Starting materials: ClC=1C=C(C=CC1OCC1=CC(=CC=C1)F)NC=1C2=C(N=CN1)SC1=C2CNC1 (N-{3-Chloro-4-[(3-fluorobenzyl)oxy]phenyl}-6,7-dihydro-5H-pyrrolo[3′,4′:4,5]thieno[2,3-d]pyrimidin-4-amine), Cl.CN(C/C=C/C(=O)O)C ((2E)-4-(Dimethylamino)but-2-enoic acid hydrochloride). The product is ClC=1C=C(C=CC1OCC1=CC(=CC=C1)F)NC=1C2=C(N=CN1)SC1=C2CN(C1)C(\C=C\CN(C)C)=O (N-{3-Chloro-4-[(3-fluorobenzyl)oxy]phenyl}-6-[(2E)-4-(dimethylamino)but-2-enoyl]-6,7-dihydro-5H-pyrrolo[3′,4′:4,5]thieno[2,3-d]pyrimidin-4-amine). RXN SMILES: [Cl:1][C:2]1[CH:3]=[C:4]([NH:17][C:18]2[C:19]3[C:26]4[CH2:27][NH:28][CH2:29][C:25]=4[S:24][C:20]=3[N:21]=[CH:22][N:23]=2)[CH:5]=[CH:6][C:7]=1[O:8][CH2:9][C:10]1[CH:15]=[CH:14][CH:13]=[C:12]([F:16])[CH:11]=1.Cl.[CH3:31][N:32]([CH3:39])[CH2:33]/[CH:34]=[CH:35]/[C:36](O)=[O:37]>>[Cl:1][C:2]1[CH:3]=[C:4]([NH:17][C:18]2[C:19]3[C:26]4[CH2:27][N:28]([C:36](=[O:37])/[CH:35]=[CH:34]/[CH2:33][N:32]([CH3:39])[CH3:31])[CH2:29][C:25]=4[S:24][C:20]=3[N:21]=[CH:22][N:23]=2)[CH:5]=[CH:6][C:7]=1[O:8][CH2:9][C:10]1[CH:15]=[CH:14][CH:13]=[C:12]([F:16])[CH:11]=1 |f:1.2|. Procedure: In analogy to Example 89, the title compound was prepared from N-{3-chloro-4-[(3-fluorobenzyl)oxy]phenyl}-6,7-dihydro-5H-pyrrolo[3′,4′:4,5]thieno[2,3-d]pyrimidin-4-amine from Example 29A (46 mg, 0.11 mmol) and (2E)-4-(dimethylamino)but-2-enoic acid hydrochloride from Example 1A (25 mg, 0.15 mmol) to yield 19 mg (33%).